This data is from the Open Reaction Database (ORD), a public repository of structured organic reaction records. The task is: describe an organic reaction: reactants, conditions, products, and yield RXN SMILES: [H-].[Al+3].[Li+].[H-].[H-].[H-].[CH2:7]1[C:11]2=[CH:12][C:13]3[CH:14]=[CH:15][CH:16]=[CH:17][C:18]=3[N:10]2[CH2:9][CH:8]1[C:19](OCC)=[O:20].[Cl-].[NH4+]>O1CCCC1>[OH:20][CH2:19][CH:8]1[CH2:9][N:10]2[C:18]3[CH:17]=[CH:16][CH:15]=[CH:14][C:13]=3[CH:12]=[C:11]2[CH2:7]1 |f:0.1.2.3.4.5,7.8|. Product: OCC1CC=2N(C=3C=CC=CC3C2)C1 (2,3-dihydro-2-(hydroxymethyl)-1H-pyrrolo[1,2-a]indole). Run in O1CCCC1 (tetrahydrofuran), O1CCCC1 (tetrahydrofuran). The reactants are [Cl-].[NH4+] (ammonium chloride), solution, [H-].[Al+3].[Li+].[H-].[H-].[H-] (lithium aluminum hydride), C1C(CN2C1=CC=1C=CC=CC21)C(=O)OCC (ethyl 2,3-dihydro-1H-pyrrolo[1,2-a]indole-2-carboxylate). Reaction conditions: time 1 hour. Procedure details: 4 ml of a 1M solution of lithium aluminum hydride in tetrahydrofuran were added to a solution of 750 mg of ethyl 2,3-dihydro-1H-pyrrolo[1,2-a]indole-2-carboxylate in 30 ml of tetrahydrofuran. After 1 hour, 30 ml of saturated ammonium chloride solution were added and the mixture was evaporated. The residue was extracted with dichloromethane and the organic extract was dried and evaporated. Crystallization of the residue from diethyl ether/petroleum ether gave 355 mg of 2,3-dihydro-2-(hydroxymethy... The yield is 58.0%. Starting materials: C(C)(=O)OC(C)=O (acetic anhydride), OCC1OCOC1CO ((4RS,5SR)-4,5-bis(hydroxymethyl)-1,3-dioxolane), C(C)O (ethyl alcohol), C(C)(=O)OC(C)=O (acetic anhydride). Isolated yield 85.0%. Procedure details: (4RS,5SR)-4,5-bis(hydroxymethyl)-1,3-dioxolane obtained in Example 19 was dissolved in 100 ml of pyridine. An excessive amount of acetic anhydride (30.6 g) was added under cooling with ice. After reacting for about four hours at room temperature, 10 ml of ethyl alcohol was added dropwise under cooling with ice to decompose the excessive acetic anhydride. The reaction mixture was concentrated by evaporator. The concentrate was extracted with the addition of 300 ml of ethyl acetate, the extract wa... Run at time 4 hour. Solvent: N1=CC=CC=C1 (pyridine). Product: C(C)(=O)OCC1OCOC1COC(C)=O ((4RS,5SR)-4,5-bis(acetoxymethyl)-1,3-dioxolane). Reaction SMILES: [OH:1][CH2:2][CH:3]1[CH:7]([CH2:8][OH:9])[O:6][CH2:5][O:4]1.[C:10](OC(=O)C)(=[O:12])[CH3:11].[CH2:17]([OH:19])[CH3:18]>N1C=CC=CC=1>[C:10]([O:1][CH2:2][CH:3]1[CH:7]([CH2:8][O:9][C:17](=[O:19])[CH3:18])[O:6][CH2:5][O:4]1)(=[O:12])[CH3:11]. Reactants: ClC1=NC=CC(=N1)C1=C(N=C(S1)C1CCOCC1)C=1C(=C(C=CC1)NS(=O)(=O)C1=COC=C1)F (N-{3-[5-(2-chloro-4-pyrimidinyl)-2-(tetrahydro-2H-pyran-4-yl)-1,3-thiazol-4-yl]-2-fluorophenyl}-3-furansulfonamide), C[Zn]C (dimethylzinc). The product is FC1=C(C=CC=C1C=1N=C(SC1C1=NC(=NC=C1)C)C1CCOCC1)NS(=O)(=O)C1=COC=C1 (N-{2-fluoro-3-[5-(2-methyl-4-pyrimidinyl)-2-(tetrahydro-2H-pyran-4-yl)-1,3-thiazol-4-yl]phenyl}-3-furansulfonamide), solid. Yield: 31.0%. Reaction SMILES: Cl[C:2]1[N:7]=[C:6]([C:8]2[S:12][C:11]([CH:13]3[CH2:18][CH2:17][O:16][CH2:15][CH2:14]3)=[N:10][C:9]=2[C:19]2[C:20]([F:34])=[C:21]([NH:25][S:26]([C:29]3[CH:33]=[CH:32][O:31][CH:30]=3)(=[O:28])=[O:27])[CH:22]=[CH:23][CH:24]=2)[CH:5]=[CH:4][N:3]=1.[CH3:35][Zn]C>>[F:34][C:20]1[C:19]([C:9]2[N:10]=[C:11]([CH:13]3[CH2:18][CH2:17][O:16][CH2:15][CH2:14]3)[S:12][C:8]=2[C:6]2[CH:5]=[CH:4][N:3]=[C:2]([CH3:35])[N:7]=2)=[CH:24][CH:23]=[CH:22][C:21]=1[NH:25][S:26]([C:29]1[CH:33]=[CH:32][O:31][CH:30]=1)(=[O:28])=[O:27]. Procedure: Following a procedure analogous to the procedure described in Example 25 using N-{3-[5-(2-chloro-4-pyrimidinyl)-2-(tetrahydro-2H-pyran-4-yl)-1,3-thiazol-4-yl]-2-fluorophenyl}-3-furansulfonamide (200 mg, 0.384 mmol) mmol) and dimethylzinc (384 μl, 0.768 mmol) at 80° C. for 3 hours, the title compound was obtained as a solid (60 mg, 31% yield). MS (ESI): 500.8 [M+H]+ The solvent is C(C)O (ethanol). Procedure: {4-[3,3-Bis-(4-chlorophenyl)-allylsulfanyl]-2-methoxy-phenoxy}-acetic acid methyl ester (280 mg, 0.57 mmol) was dissolved in warm ethanol (10 ml). 1N NaOH (1 ml) was added at room temperature and the reaction mixture was stirred for 2 h after which it was evapo-rated. The residue was treated with 1N HCl (1.2 ml) and extracted with dichloromethane (3×25 ml). The combined organic phases were dried and evaporated to give the title compound in 245 mg (90%) yield. The product is ClC1=CC=C(C=C1)C(=CCSC1=CC(=C(OCC(=O)O)C=C1)OC)C1=CC=C(C=C1)Cl ({4-[3,3-Bis-(4-chloro-phenyl)-allylsulfanyl]-2-methoxy-phenoxy}-acetic acid). The reactants are [OH-].[Na+] (NaOH), COC(COC1=C(C=C(C=C1)SCC=C(C1=CC=C(C=C1)Cl)C1=CC=C(C=C1)Cl)OC)=O ({4-[3,3-Bis-(4-chlorophenyl)-allylsulfanyl]-2-methoxy-phenoxy}-acetic acid methyl ester), Cl (HCl). Reaction conditions: time 2 hour. Reaction SMILES: C[O:2][C:3](=[O:32])[CH2:4][O:5][C:6]1[CH:11]=[CH:10][C:9]([S:12][CH2:13][CH:14]=[C:15]([C:23]2[CH:28]=[CH:27][C:26]([Cl:29])=[CH:25][CH:24]=2)[C:16]2[CH:21]=[CH:20][C:19]([Cl:22])=[CH:18][CH:17]=2)=[CH:8][C:7]=1[O:30][CH3:31].[OH-].[Na+].Cl>C(O)C>[Cl:22][C:19]1[CH:18]=[CH:17][C:16]([C:15]([C:23]2[CH:28]=[CH:27][C:26]([Cl:29])=[CH:25][CH:24]=2)=[CH:14][CH2:13][S:12][C:9]2[CH:10]=[CH:11][C:6]([O:5][CH2:4][C:3]([OH:32])=[O:2])=[C:7]([O:30][CH3:31])[CH:8]=2)=[CH:21][CH:20]=1 |f:1.2|.